From a dataset of the Open Reaction Database (ORD), a public repository of structured organic reaction records. describe an organic reaction: reactants, conditions, products, and yield Starting materials: C(C1=CC=CC=C1)N1CC(C(CC1)NC1CC1)(C)CC (1-benzyl-4-cyclopropylamino-3-ethyl-3-methylpiperidine). The reagents and catalysts are [OH-].[OH-].[Pd+2] (Pd(OH)2 on carbon). Run in CO (methanol), [H][H] (hydrogen). The product is C1(CC1)NC1C(CNCC1)(C)CC (4-cyclopropylamino-3-ethyl-3-methylpiperidine). RXN SMILES: C([N:8]1[CH2:13][CH2:12][CH:11]([NH:14][CH:15]2[CH2:17][CH2:16]2)[C:10]([CH2:19][CH3:20])([CH3:18])[CH2:9]1)C1C=CC=CC=1>CO.[H][H].[OH-].[OH-].[Pd+2]>[CH:15]1([NH:14][CH:11]2[CH2:12][CH2:13][NH:8][CH2:9][C:10]2([CH2:19][CH3:20])[CH3:18])[CH2:17][CH2:16]1 |f:3.4.5|. Procedure: A mixture of 20% Pd(OH)2 on carbon (0.5 g) and 1-benzyl-4-cyclopropylamino-3-ethyl-3-methylpiperidine (3.54 g, 13.00 mmol) in methanol (70 ml) was stirred in hydrogen atmosphere (1 atm.) at 60° C. for 48 hr. The catalyst was filtered off, washed with methanol and filtrate was concentrated to dryness to afford 4-cyclopropylamino-3-ethyl-3-methylpiperidine. Yield 2.3 g (93%), C11H22N2, m/z 183 (M+1).